This data is from the Open Reaction Database (ORD), a public repository of structured organic reaction records. The task is: describe an organic reaction: reactants, conditions, products, and yield The reactants are [OH-].[Na+] (NaOH), C(C)(=O)OC1=CN(C=2C1=NC(=C(C2)N2CCOCC2)[C@H](C)NC2=NC(=NC(=C2C#N)N)N)C ((S)-5-(1-((2,6-diamino-5-cyanopyrimidin-4-yl)amino)ethyl)-1-methyl-6-morpholino-1H-pyrrolo[3,2-b]pyridin-3-yl acetate), C([O-])(O)=O.[Na+] (sodium bicarbonate). Solvent: CO (methanol). Run at time 15 minute. Product: NC1=NC(=C(C(=N1)N)C#N)N[C@@H](C)C1=C(C=C2C(=N1)C(=CN2C)O)N2CCOCC2 ((S)-2,4-Diamino-6-((1-(3-hydroxy-1-methyl-6-morpholino-1H-pyrrolo[3,2-b]pyridin-5-yl)ethyl)amino)pyrimidine-5-carbonitrile). Isolated yield 7.0%. Reaction SMILES: [OH-].[Na+].C([O:6][C:7]1[C:11]2=[N:12][C:13]([C@@H:22]([NH:24][C:25]3[C:30]([C:31]#[N:32])=[C:29]([NH2:33])[N:28]=[C:27]([NH2:34])[N:26]=3)[CH3:23])=[C:14]([N:16]3[CH2:21][CH2:20][O:19][CH2:18][CH2:17]3)[CH:15]=[C:10]2[N:9]([CH3:35])[CH:8]=1)(=O)C.C(=O)(O)[O-].[Na+]>CO>[NH2:34][C:27]1[N:28]=[C:29]([NH2:33])[C:30]([C:31]#[N:32])=[C:25]([NH:24][C@H:22]([C:13]2[N:12]=[C:11]3[C:7]([OH:6])=[CH:8][N:9]([CH3:35])[C:10]3=[CH:15][C:14]=2[N:16]2[CH2:21][CH2:20][O:19][CH2:18][CH2:17]2)[CH3:23])[N:26]=1 |f:0.1,3.4|. Procedure: 1N NaOH was added to a 50 mL pear flask charged with (S)-5-(1-((2,6-diamino-5-cyanopyrimidin-4-yl)amino)ethyl)-1-methyl-6-morpholino-1H-pyrrolo[3,2-b]pyridin-3-yl acetate (3.29 g, 7.29 mmol) in methanol (25 mL). The reaction was complete within about 15 minutes. Saturated sodium bicarbonate solution was added. The aqueous layer was extracted with EtOAc (3×). The combined organic layers were dried over MgSO4, filtered, and concentrated. The crude product was purified by preparative HPLC (acid mod... Reactants: C(C)(C)(C)OC(=O)N1CCC(CC1)C#CC=1C=C2C(=NC=NC2=CC1)Cl (4-(4-chloro-quinazolin-6-ylethynyl)-piperidine-1-carboxylic acid tert-butyl ester), Cl.COC=1C=C(N)C=CC1OC1=CC=CC=C1 (3-methoxy-4-phenoxyaniline hydrochloride), CCOC(=O)C (EtOAc). Solvent: CO (MeOH), Cl (HCl), CC(C)(C)O.C(CCl)Cl (tBuOH ClCH2CH2Cl). Reaction conditions: time 10 minute. Yields the product COC=1C=C(C=CC1OC1=CC=CC=C1)NC1=NC=NC2=CC=C(C=C12)C#CC1CCNCC1 ((3-Methoxy-4-phenoxy-phenyl)-(6-piperidin-4-ylethynyl-quinazolin-4-yl)-amine). Yield: 76.7%. Reaction SMILES: C(OC([N:8]1[CH2:13][CH2:12][CH:11]([C:14]#[C:15][C:16]2[CH:17]=[C:18]3[C:23](=[CH:24][CH:25]=2)[N:22]=[CH:21][N:20]=[C:19]3Cl)[CH2:10][CH2:9]1)=O)(C)(C)C.Cl.[CH3:28][O:29][C:30]1[CH:31]=[C:32]([CH:34]=[CH:35][C:36]=1[O:37][C:38]1[CH:43]=[CH:42][CH:41]=[CH:40][CH:39]=1)[NH2:33].CCOC(C)=O>CC(O)(C)C.C(Cl)CCl.CO.Cl>[CH3:28][O:29][C:30]1[CH:31]=[C:32]([NH:33][C:19]2[C:18]3[C:23](=[CH:24][CH:25]=[C:16]([C:15]#[C:14][CH:11]4[CH2:10][CH2:9][NH:8][CH2:13][CH2:12]4)[CH:17]=3)[N:22]=[CH:21][N:20]=2)[CH:34]=[CH:35][C:36]=1[O:37][C:38]1[CH:43]=[CH:42][CH:41]=[CH:40][CH:39]=1 |f:1.2,4.5|. Procedure: A solution of 4-(4-chloro-quinazolin-6-ylethynyl)-piperidine-1-carboxylic acid tert-butyl ester (131 mg, 0.304 mmol) and 3-methoxy-4-phenoxyaniline hydrochloride (77 mg, 0.306 mmol) in tBuOH/ClCH2CH2Cl (1.0 /1.0 mL) was heated in a tightly capped reaction vial at 90° C. for 30 minutes. After cooling, the yellow mixture was diluted with MeOH and HCl gas was passed through the mixture for 10 minutes. After stirring for 2 hours, EtOAc was added to precipitate more solid which was collected by sucti... The reactants are NCCCCCCCCNC(=S)NCCSCC=1N=CNC1C (N-(8-aminooctyl)-N'-[2-((5-methyl-4-imidazolyl)-methylthio)ethyl]thiourea), CNC([SH-]C)=S (N,S-dimethyldithiocarbamate). Product: CC1=C(N=CN1)CSCCNC(NCCCCCCCCNC(=S)NC)=S (1-[N'-(2-((5-methyl-4-imidazolyl)methylthio)ethyl)thioureido]-8-[N'-methylthioureido]octane). As a reaction SMILES: [NH2:1][CH2:2][CH2:3][CH2:4][CH2:5][CH2:6][CH2:7][CH2:8][CH2:9][NH:10][C:11]([NH:13][CH2:14][CH2:15][S:16][CH2:17][C:18]1[N:19]=[CH:20][NH:21][C:22]=1[CH3:23])=[S:12].[CH3:24][NH:25][C:26](=S)[SH-:27]C>>[CH3:23][C:22]1[NH:21][CH:20]=[N:19][C:18]=1[CH2:17][S:16][CH2:15][CH2:14][NH:13][C:11](=[S:12])[NH:10][CH2:9][CH2:8][CH2:7][CH2:6][CH2:5][CH2:4][CH2:3][CH2:2][NH:1][C:26]([NH:25][CH3:24])=[S:27]. Procedure: Reaction of N-(8-aminooctyl)-N'-[2-((5-methyl-4-imidazolyl)-methylthio)ethyl]thiourea (see Example 22) with N,S-dimethyldithiocarbamate yields 1-[N'-(2-((5-methyl-4-imidazolyl)methylthio)ethyl)thioureido]-8-[N'-methylthioureido]octane. The yield is 4.5%. Yields the product C(CCC)C/1=CN(S\C1=N/C(C1=C(C=CC(=C1)Cl)OCC#N)=O)C(C)(C)C (N-[(5Z)-4-butyl-2-tert-butylisothiazol-5(2H)-ylidene]-5-chloro-2-(cyanomethoxy)benzamide). Run at temperature 80 celsius, time 8 hour. Reactants: C(CCC)C/1=CN(S\C1=N/C(C1=C(C=CC(=C1)Cl)O)=O)C(C)(C)C (N-[(5Z)-4-butyl-2-tert-butylisothiazol-5(2H)-ylidene]-5-chloro-2-hydroxybenzamide), [H-].[Na+] (sodium hydride), BrCC#N (2-bromoacetonitrile). Procedure details: To a solution of Example 135 (300 mg, 0.82 mmol) in THF/DMF (1:1, 4 mL) were added sodium hydride (39.2 mg, 0.98 mmol) and 2-bromoacetonitrile (65 μL, 0.98 mmol). The reaction was stirred at 40° C. for 4 hrs and at 80° C. for overnight. The reaction mixture was cooled to room temperature, quenched with saturated NaHCO3 (10 mL) and extracted with ethyl acetate (3×20 mL). The combined organic extracts were dried (Na2SO4), filtered and concentrated. The residue was purified by column chromatography... RXN SMILES: [CH2:1]([C:5]1=[CH:6][N:7]([C:21]([CH3:24])([CH3:23])[CH3:22])[S:8]/[C:9]/1=[N:10]\[C:11](=[O:20])[C:12]1[CH:17]=[C:16]([Cl:18])[CH:15]=[CH:14][C:13]=1[OH:19])[CH2:2][CH2:3][CH3:4].[H-].[Na+].Br[CH2:28][C:29]#[N:30]>C1COCC1.CN(C=O)C>[CH2:1]([C:5]1=[CH:6][N:7]([C:21]([CH3:23])([CH3:22])[CH3:24])[S:8]/[C:9]/1=[N:10]\[C:11](=[O:20])[C:12]1[CH:17]=[C:16]([Cl:18])[CH:15]=[CH:14][C:13]=1[O:19][CH2:28][C:29]#[N:30])[CH2:2][CH2:3][CH3:4] |f:1.2,4.5|. The solvent is C1CCOC1.CN(C)C=O (THF DMF). The reactants are ClC1=C(C(=O)O)C=CC=C1 (2-chlorobenzoic acid), C(C)NCC(C(F)(F)F)(O)CNC1=C2C=NN(C2=CC(=C1)C)C1=CC=C(C=C1)F (3-(ethylamino)-1,1,1-trifluoro-2-({[1-(4-fluorophenyl)-6-methyl-1H-indazol-4-yl]amino}methyl)-2-propanol). Yields the product ClC1=C(C(=O)N(CC(C(F)(F)F)(O)CNC2=C3C=NN(C3=CC(=C2)C)C2=CC=C(C=C2)F)CC)C=CC=C1 (2-Chloro-N-ethyl-N-[3,3,3-trifluoro-2-({[1-(4-fluorophenyl)-6-methyl-1H-indazol-4-yl]amino}methyl)-2-hydroxypropyl]benzamide). RXN SMILES: [Cl:1][C:2]1[CH:10]=[CH:9][CH:8]=[CH:7][C:3]=1[C:4]([OH:6])=O.[CH2:11]([NH:13][CH2:14][C:15]([CH2:21][NH:22][C:23]1[CH:31]=[C:30]([CH3:32])[CH:29]=[C:28]2[C:24]=1[CH:25]=[N:26][N:27]2[C:33]1[CH:38]=[CH:37][C:36]([F:39])=[CH:35][CH:34]=1)([OH:20])[C:16]([F:19])([F:18])[F:17])[CH3:12]>>[Cl:1][C:2]1[CH:10]=[CH:9][CH:8]=[CH:7][C:3]=1[C:4]([N:13]([CH2:11][CH3:12])[CH2:14][C:15]([CH2:21][NH:22][C:23]1[CH:31]=[C:30]([CH3:32])[CH:29]=[C:28]2[C:24]=1[CH:25]=[N:26][N:27]2[C:33]1[CH:34]=[CH:35][C:36]([F:39])=[CH:37][CH:38]=1)([OH:20])[C:16]([F:17])([F:19])[F:18])=[O:6]. Procedure details: Prepared similarly to Example 1 from 2-chlorobenzoic acid and 3-(ethylamino)-1,1,1-trifluoro-2-({[1-(4-fluorophenyl)-6-methyl-1H-indazol-4-yl]amino}methyl)-2-propanol.